Dataset: the Open Reaction Database (ORD), a public repository of structured organic reaction records. Task: describe an organic reaction: reactants, conditions, products, and yield Starting materials: ice water, N1=C(C=CC2=CC=CC=C12)COC1=CC=C(C=CC2=CC=C(C#N)C=C2)C=C1 (4-(4-(2-quinolinylmethyloxy)styryl)benzonitrile), [N-]=[N+]=[N-].[Na+] (sodium azide), Cl.N1=CC=CC=C1 (pyridine hydrochloride). The solvent is CN(C)C=O (DMF). Conditions: temperature 100 celsius. The product is N1=C(C=CC2=CC=CC=C12)COC1=CC=C(C=CC2=CC=C(C=C2)C2=NN=NN2)C=C1 (5-(4-(4-(2-quinolinylmethyloxy)styryl)phenyl)tetrazole). Reaction SMILES: [N:1]1[C:10]2[C:5](=[CH:6][CH:7]=[CH:8][CH:9]=2)[CH:4]=[CH:3][C:2]=1[CH2:11][O:12][C:13]1[CH:28]=[CH:27][C:16]([CH:17]=[CH:18][C:19]2[CH:26]=[CH:25][C:22]([C:23]#[N:24])=[CH:21][CH:20]=2)=[CH:15][CH:14]=1.[N-:29]=[N+:30]=[N-:31].[Na+].Cl.N1C=CC=CC=1>CN(C=O)C>[N:1]1[C:10]2[C:5](=[CH:6][CH:7]=[CH:8][CH:9]=2)[CH:4]=[CH:3][C:2]=1[CH2:11][O:12][C:13]1[CH:28]=[CH:27][C:16]([CH:17]=[CH:18][C:19]2[CH:20]=[CH:21][C:22]([C:23]3[NH:31][N:30]=[N:29][N:24]=3)=[CH:25][CH:26]=2)=[CH:15][CH:14]=1 |f:1.2,3.4|. Procedure details: A mixture of 1.15 g (3.17 mmol) of 4-(4-(2-quinolinylmethyloxy)styryl)benzonitrile 1.03 g (15.86 mmol) of sodium azide, and 1.83 (15.86 mml) of pyridine hydrochloride in 15 ml of DMF is heated at 100° C. for 48 hours and then poured into ice water. The precipitate that forms is filtered off and suspended in hot methanol and filtered to give 5-(4-(4-(2-quinolinylmethyloxy)styryl)phenyl)tetrazole. (M.P. 241° C.-243° C.) Reactants: NC=1C(=C(C=CC1)O)F (3-amino-2-fluorophenol), ClC=1N=C(C(=NC1CC)C(=O)N)NC1=CC=C(C=C1)N1CCN(CC1)C (5-chloro-6-ethyl-3-{[4-(4-methylpiperazin-1-yl)phenyl]amino}pyrazine-2-carboxamide), C([O-])([O-])=O.[K+].[K+] (potassium carbonate), CN1C(CCC1)=O (N-methylpyrrolidone). Solvent: O (water). Reaction conditions: temperature 100 celsius, time 2 hour. The product is NC=1C(=C(OC=2N=C(C(=NC2CC)C(=O)N)NC2=CC=C(C=C2)N2CCN(CC2)C)C=CC1)F (5-(3-amino-2-fluorophenoxy)-6-ethyl-3-{[4-(4-methylpiperazin-1-yl)phenyl]amino}pyrazine-2-carboxamide). Isolated yield 68.8%. Reaction SMILES: [NH2:1][C:2]1[C:3]([F:9])=[C:4]([OH:8])[CH:5]=[CH:6][CH:7]=1.Cl[C:11]1[N:12]=[C:13]([NH:22][C:23]2[CH:28]=[CH:27][C:26]([N:29]3[CH2:34][CH2:33][N:32]([CH3:35])[CH2:31][CH2:30]3)=[CH:25][CH:24]=2)[C:14]([C:19]([NH2:21])=[O:20])=[N:15][C:16]=1[CH2:17][CH3:18].C(=O)([O-])[O-].[K+].[K+].CN1CCCC1=O>O>[NH2:1][C:2]1[C:3]([F:9])=[C:4]([CH:5]=[CH:6][CH:7]=1)[O:8][C:11]1[N:12]=[C:13]([NH:22][C:23]2[CH:24]=[CH:25][C:26]([N:29]3[CH2:34][CH2:33][N:32]([CH3:35])[CH2:31][CH2:30]3)=[CH:27][CH:28]=2)[C:14]([C:19]([NH2:21])=[O:20])=[N:15][C:16]=1[CH2:17][CH3:18] |f:2.3.4|. Procedure details: A mixture of 3-amino-2-fluorophenol (50 mg), 5-chloro-6-ethyl-3-{[4-(4-methylpiperazin-1-yl)phenyl]amino}pyrazine-2-carboxamide (162 mg), potassium carbonate (65 mg), and N-methylpyrrolidone (1 mL) was stirred at 100° C. for 2 hours. To the reaction mixture was added water-saturated brine (1:1), followed by extraction with ethyl acetate. The organic phase was dried over anhydrous sodium sulfate and then the solvent was evaporated under reduced pressure. The residue was purified by silica gel col... Reactants: CC=1N(C=CN1)CCC1CCNCC1 (4-[2-(2-methyl-1H-imidazol-1-yl)ethyl]piperidine), C(CCCCCCCCCCCCCCCCC)(=O)Cl (stearoyl chloride). The product is C(CCCCCCCCCCC)(=O)Cl (dodecanoyl chloride). As a reaction SMILES: CC1N(CCC2CCNCC2)C=CN=1.[C:15]([Cl:34])(=[O:33])[CH2:16][CH2:17][CH2:18][CH2:19][CH2:20][CH2:21][CH2:22][CH2:23][CH2:24][CH2:25][CH2:26]CCCCCC>>[C:15]([Cl:34])(=[O:33])[CH2:16][CH2:17][CH2:18][CH2:19][CH2:20][CH2:21][CH2:22][CH2:23][CH2:24][CH2:25][CH3:26]. Procedure details: Following essentially the last step of the procedure for preparing the compound of Example 1, and using in place of stearoyl chloride, an approximately equivalent amount of dodecanoyl chloride, a solid was obtained. Reactants: CCOC(=O)c1nnc(-c2ccc(OC)cc2)o1, CN1CCN(Cc2ccc(OC3CNC3)cc2Cl)CC1. Yields the product COc1ccc(-c2nnc(C(=O)N3CC(Oc4ccc(CN5CCN(C)CC5)c(Cl)c4)C3)o2)cc1. As a reaction SMILES: [CH3:21][O:22][c:23]1[cH:24][cH:25][c:26](-[c:29]2[n:30][n:31][c:32]([C:34](=[O:35])[O:36][CH2:37][CH3:38])[o:33]2)[cH:27][cH:28]1.[NH:1]1[CH2:2][CH:3]([O:5][c:6]2[cH:7][c:8]([Cl:20])[c:9]([CH2:10][N:11]3[CH2:12][CH2:13][N:14]([CH3:17])[CH2:15][CH2:16]3)[cH:18][cH:19]2)[CH2:4]1>>[N:1]1([C:34]([c:32]2[n:31][n:30][c:29](-[c:26]3[cH:25][cH:24][c:23]([O:22][CH3:21])[cH:28][cH:27]3)[o:33]2)=[O:35])[CH2:2][CH:3]([O:5][c:6]2[cH:7][c:8]([Cl:20])[c:9]([CH2:10][N:11]3[CH2:12][CH2:13][N:14]([CH3:17])[CH2:15][CH2:16]3)[cH:18][cH:19]2)[CH2:4]1. Starting materials: BrC=1SC(=CN1)C(=O)OCC (ethyl 2-bromo-1,3-thiazole-5-carboxylate), CNCCC1=CC=CC=C1 (N-methylphenethylamine). Solvent: C1CCOC1 (THF). Conditions: temperature 100 celsius. Product: CN(C=1SC(=CN1)C(=O)OCC)CCC1=CC=CC=C1 (ethyl 2-[methyl(2-phenylethyl)amino]-1,3-thiazole-5-carboxylate). RXN SMILES: Br[C:2]1[S:3][C:4]([C:7]([O:9][CH2:10][CH3:11])=[O:8])=[CH:5][N:6]=1.[CH3:12][NH:13][CH2:14][CH2:15][C:16]1[CH:21]=[CH:20][CH:19]=[CH:18][CH:17]=1>C1COCC1>[CH3:12][N:13]([CH2:14][CH2:15][C:16]1[CH:21]=[CH:20][CH:19]=[CH:18][CH:17]=1)[C:2]1[S:3][C:4]([C:7]([O:9][CH2:10][CH3:11])=[O:8])=[CH:5][N:6]=1. Reported procedure: To a solution of ethyl 2-bromo-1,3-thiazole-5-carboxylate (0.5 g, 2.1 mmol) in THF (2 mL) was added N-methylphenethylamine (0.86 g, 6.4 mmol). The reaction was heated to 100° C. via microwave for 30 minutes. The reaction was partitioned between water and ethyl acetate. The organics were dried over sodium sulfate, filtered and evaporated. Purification by flash chromatography (15-50% ethyl acetate/hexanes) gave ethyl 2-[methyl(2-phenylethyl)amino]-1,3-thiazole-5-carboxylate. 1H NMR (600 MHz, DMSO-... The reactants are Intermediate 9, BrCCCCBr (1,4-dibromobutane), N[C@@H](CO)C ((R)-2-aminopropan-1-ol). Yields the product N1(CCCC1)[C@@H](CO)C ((R)-2-(Pyrrolidin-1-yl)propan-1-ol). As a reaction SMILES: Br[CH2:2][CH2:3][CH2:4][CH2:5]Br.[NH2:7][C@H:8]([CH3:11])[CH2:9][OH:10]>>[N:7]1([C@H:8]([CH3:11])[CH2:9][OH:10])[CH2:5][CH2:4][CH2:3][CH2:2]1. Reported procedure: The title compound was synthesized as described in Intermediate 9 using 1,4-dibromobutane and (R)-2-aminopropan-1-ol as starting materials. 1H NMR (CDCl3): δ 3.61 (m, 1H), 3.38 (m, 1H), 2.97 (br s, 1H), 2.72 (m, 1H), 2.60 (br s, 4H), 1.78 (br s, 4H), 1.06 (d, 3H). The reactants are CC=1C=C(C=CC1)C(CC1=CC(=NC=C1)NC(C1=CC=CC=C1)=O)=O (N-[4-[2-(3-methylphenyl)-2-oxoethyl]-2-pyridyl]benzamide), BrBr (bromine). Run in C(C)(=O)O (acetic acid). Run at time 2 hour. Product: Br.BrC(C(=O)C1=CC(=CC=C1)C)C1=CC(=NC=C1)NC(C1=CC=CC=C1)=O (N-[4-[1-bromo-2-(3-methylphenyl)-2-oxoethyl]-2-pyridyl]benzamide hydrobromide). Isolated yield 180.2%. RXN SMILES: [CH3:1][C:2]1[CH:3]=[C:4]([C:8](=[O:25])[CH2:9][C:10]2[CH:15]=[CH:14][N:13]=[C:12]([NH:16][C:17](=[O:24])[C:18]3[CH:23]=[CH:22][CH:21]=[CH:20][CH:19]=3)[CH:11]=2)[CH:5]=[CH:6][CH:7]=1.[Br:26]Br>C(O)(=O)C>[BrH:26].[Br:26][CH:9]([C:10]1[CH:15]=[CH:14][N:13]=[C:12]([NH:16][C:17](=[O:24])[C:18]2[CH:19]=[CH:20][CH:21]=[CH:22][CH:23]=2)[CH:11]=1)[C:8]([C:4]1[CH:5]=[CH:6][CH:7]=[C:2]([CH3:1])[CH:3]=1)=[O:25] |f:3.4|. Reported procedure: To a solution of N-[4-[2-(3-methylphenyl)-2-oxoethyl]-2-pyridyl]benzamide (19.0 g, 57.5 mmol) in acetic acid (60 mL) was added dropwise bromine (3.0 mL, 57.5 mmol) at room temperature over 1 hr., and the reaction mixture was stirred for 2 hrs. The precipitated crude crystals were collected by filtration and washed with ethyl acetate to give the title compound (25.4 g, yield 90%).